This data is from the Open Reaction Database (ORD), a public repository of structured organic reaction records. The task is: describe an organic reaction: reactants, conditions, products, and yield The product is CC(O)c1nc2cccc(Cl)c2nc1-c1cc(F)ccc1Cl. Starting materials: [Br-], C1CCOC1, C[Mg+], CCOCC, O=Cc1nc2cccc(Cl)c2nc1-c1cc(F)ccc1Cl. As a reaction SMILES: [Br-:27].[CH2:22]1[O:23][CH2:24][CH2:25][CH2:26]1.[CH3:28][Mg+:29].[CH3:30][CH2:31][O:32][CH2:33][CH3:34].[Cl:1][c:2]1[c:3]2[n:4][c:5](-[c:14]3[c:15]([Cl:21])[cH:16][cH:17][c:18]([F:20])[cH:19]3)[c:6]([CH:12]=[O:13])[n:7][c:8]2[cH:9][cH:10][cH:11]1>>[Cl:1][c:2]1[c:3]2[n:4][c:5](-[c:14]3[c:15]([Cl:21])[cH:16][cH:17][c:18]([F:20])[cH:19]3)[c:6]([CH:12]([OH:13])[CH3:22])[n:7][c:8]2[cH:9][cH:10][cH:11]1.